This data is from the Open Reaction Database (ORD), a public repository of structured organic reaction records. The task is: describe an organic reaction: reactants, conditions, products, and yield The reactants are C(C)(C)N1C(N=C(C2=CC=C(C=C12)C)C1=CC(=CC=C1)O)=O (1-isopropyl-4-(3-hydroxyphenyl)-7-methyl-2(1H)-quinazolinone), ice, C(C)(=O)OC(C)=O (acetic anhydride), S(O)(O)(=O)=O (sulfuric acid). Conditions: time 16 hour. Yields the product C(C)(=O)OC=1C=C(C=CC1)C1=NC(N(C2=CC(=CC=C12)C)C(C)C)=O (4-(3-acetoxyphenyl)-1-isopropyl-7-methyl-2(1H) quinazolinone). Reaction SMILES: [CH:1]([N:4]1[C:13]2[C:8](=[CH:9][CH:10]=[C:11]([CH3:14])[CH:12]=2)[C:7]([C:15]2[CH:20]=[CH:19][CH:18]=[C:17]([OH:21])[CH:16]=2)=[N:6][C:5]1=[O:22])([CH3:3])[CH3:2].[C:23](OC(=O)C)(=[O:25])[CH3:24].S(=O)(=O)(O)O>>[C:23]([O:21][C:17]1[CH:16]=[C:15]([C:7]2[C:8]3[C:13](=[CH:12][C:11]([CH3:14])=[CH:10][CH:9]=3)[N:4]([CH:1]([CH3:3])[CH3:2])[C:5](=[O:22])[N:6]=2)[CH:20]=[CH:19][CH:18]=1)(=[O:25])[CH3:24]. Procedure: To 5.0 g of refined 1-isopropyl-4-(3-hydroxyphenyl)-7-methyl-2(1H)-quinazolinone in a vessel, is added 100 ml. of acetic anhydride and 0.5 ml of concentrated sulfuric acid. The resulting mixture is allowed to stand for 16 hours. The reaction mixture is then poured over salted ice in a vessel. After the ice has melted, the resulting liquid is extracted twice with 300 ml portions of benzene: n-butanol (4:1) and the combined extracts washed with distilled water until free of acid, and then evaporat... Reactants: [BH3-]C#N, CC(=O)O, [Na+], CC(C)(C)c1cc(C=Nn2ccnc2)cc(C(C)(C)C)c1O. The product is CC(C)(C)c1cc(CNn2ccnc2)cc(C(C)(C)C)c1O. RXN SMILES: [C:23]([BH3-:24])#[N:25].[CH3:27][C:28](=[O:29])[OH:30].[Na+:26].[OH:1][c:2]1[c:3]([C:19]([CH3:20])([CH3:21])[CH3:22])[cH:4][c:5]([CH:6]=[N:7][n:8]2[cH:9][n:10][cH:11][cH:12]2)[cH:13][c:14]1[C:15]([CH3:16])([CH3:17])[CH3:18]>>[OH:1][c:2]1[c:3]([C:19]([CH3:20])([CH3:21])[CH3:22])[cH:4][c:5]([CH2:6][NH:7][n:8]2[cH:9][n:10][cH:11][cH:12]2)[cH:13][c:14]1[C:15]([CH3:16])([CH3:17])[CH3:18]. Starting materials: BrC1=C(C=CC=C1)C=C (1-bromo-2-vinylbenzene), C[N+]1(CCOCC1)[O-] (4-methylmorpholine N-oxide), solution, O (water). Reagents/catalysts: [Os](=O)(=O)(=O)=O (osmium tetroxide). The solvent is C(C)#N (acetonitrile), CC(C)(C)O (2-methyl-2-propanol). Reaction conditions: time 24 hour. Product: BrC1=C(C=CC=C1)C(CO)O (1-(2-Bromophenyl)ethane-1,2-diol). RXN SMILES: [Br:1][C:2]1[CH:7]=[CH:6][CH:5]=[CH:4][C:3]=1C=C.C[N+]1([O-])[CH2:16][CH2:15][O:14]CC1.[OH2:18]>C(#N)C.CC(O)(C)C.[Os](=O)(=O)(=O)=O>[Br:1][C:2]1[CH:7]=[CH:6][CH:5]=[CH:4][C:3]=1[CH:15]([OH:14])[CH2:16][OH:18]. Procedure: To a stirred solution of 1-bromo-2-vinylbenzene (4.14 g, 22.6 mmol) and 4-methylmorpholine N-oxide in acetonitrile (20 mL) and water (10 mL) was added a 2.5% solution of osmium tetroxide in 2-methyl-2-propanol (2 mL) at room temperature and the mixture was stirred for 24 h at the same temperature. The reaction mixture was quenched by the addition of sodium hydrosulfate, and diluted with water, then extracted with ethyl acetate. The organic layer washed with diluted hydrochloric acid aqueous solu... Starting materials: CO, CS(C)=O, CS(=O)(=O)Nc1ccc2c(c1)S(=O)(=O)N=C(C1=C(O)C3C4CCC(C4)C3N(Cc3ccc(F)cc3)C1=O)N2, [K+], [K+], [K+], O=CC(O)C(O)C(O)C(O)CO, O=P([O-])([O-])[O-]. Product: CS(=O)(=O)Nc1ccc2c(c1)S(=O)(=O)N=C(C1=C(O)C3C4CC(CC4O)C3N(Cc3ccc(F)cc3)C1=O)N2. Reaction SMILES: [CH3:51][OH:52].[CH3:53][S:54](=[O:55])[CH3:56].[F:1][c:2]1[cH:3][cH:4][c:5]([CH2:6][N:7]2[CH:8]3[CH:9]4[CH2:10][CH2:11][CH:12]([CH:13]3[C:14]([OH:35])=[C:15]([C:18]3=[N:19][S:20](=[O:33])(=[O:34])[c:21]5[c:22]([cH:24][cH:25][c:26]([NH:28][S:29](=[O:30])(=[O:31])[CH3:32])[cH:27]5)[NH:23]3)[C:16]2=[O:17])[CH2:36]4)[cH:37][cH:38]1.[K+:62].[K+:63].[K+:64].[O:39]=[CH:40][CH:41]([CH:42]([CH:43]([CH:44]([CH2:45][OH:46])[OH:47])[OH:48])[OH:49])[OH:50].[P:57]([O-:58])([O-:59])([O-:60])=[O:61]>>[F:1][c:2]1[cH:3][cH:4][c:5]([CH2:6][N:7]2[CH:8]3[CH:9]4[CH2:10][CH:11]([OH:39])[CH:12]([CH:13]3[C:14]([OH:35])=[C:15]([C:18]3=[N:19][S:20](=[O:33])(=[O:34])[c:21]5[c:22]([cH:24][cH:25][c:26]([NH:28][S:29](=[O:30])(=[O:31])[CH3:32])[cH:27]5)[NH:23]3)[C:16]2=[O:17])[CH2:36]4)[cH:37][cH:38]1. The reactants are [H][H], Cn1c(NCC(N)Cc2ccccc2)nc(-c2ccncc2)c([N+](=O)[O-])c1=O. Yields the product Cn1c(NCC(N)Cc2ccccc2)nc(-c2ccncc2)c(N)c1=O. RXN SMILES: [H:29][H:30].[NH2:1][CH:2]([CH2:3][NH:4][c:5]1[n:6][c:7](-[c:16]2[cH:17][cH:18][n:19][cH:20][cH:21]2)[c:8]([N+:13]([O-:14])=[O:15])[c:9](=[O:12])[n:10]1[CH3:11])[CH2:22][c:23]1[cH:24][cH:25][cH:26][cH:27][cH:28]1>>[NH2:1][CH:2]([CH2:3][NH:4][c:5]1[n:6][c:7](-[c:16]2[cH:17][cH:18][n:19][cH:20][cH:21]2)[c:8]([NH2:13])[c:9](=[O:12])[n:10]1[CH3:11])[CH2:22][c:23]1[cH:24][cH:25][cH:26][cH:27][cH:28]1.